Dataset: the Open Reaction Database (ORD), a public repository of structured organic reaction records. Task: describe an organic reaction: reactants, conditions, products, and yield The yield is 46.4%. Yields the product C(C)(C)(C)OC(=O)N1CCC(CC1)CNC(=O)C=1C=NC=CC1 (N-[(1-tert-butoxycarbonyl-4-piperidyl)methyl]pyridine-3-carboxamide). Conditions: time 2 hour. Procedure details: A solution of 3-pyridinecarbonyl chloride hydrochloride (3.87 g) in dichloromethane (100 ml) was added to a suspension of 4-(aminomethyl)-1-tert-butoxycarbonylpiperidine (5.0 g) and potassium carbonate (10 g) in dichloromethane (100 ml), and the mixture stirred at ambient temperature for 2 hours before pouring into water (500 ml). The organic layer was washed with water (250 ml), dried over magnesium sulphate and the solvent was evaporated. The residue was purified by flash chromatography over s... Solvent: ClCCl (dichloromethane), ClCCl (dichloromethane). RXN SMILES: Cl.[N:2]1[CH:7]=[CH:6][CH:5]=[C:4]([C:8](Cl)=[O:9])[CH:3]=1.[NH2:11][CH2:12][CH:13]1[CH2:18][CH2:17][N:16]([C:19]([O:21][C:22]([CH3:25])([CH3:24])[CH3:23])=[O:20])[CH2:15][CH2:14]1.C(=O)([O-])[O-].[K+].[K+].O>ClCCl>[C:22]([O:21][C:19]([N:16]1[CH2:17][CH2:18][CH:13]([CH2:12][NH:11][C:8]([C:4]2[CH:3]=[N:2][CH:7]=[CH:6][CH:5]=2)=[O:9])[CH2:14][CH2:15]1)=[O:20])([CH3:25])([CH3:24])[CH3:23] |f:0.1,3.4.5|. Starting materials: O (water), Cl.N1=CC(=CC=C1)C(=O)Cl (3-pyridinecarbonyl chloride hydrochloride), NCC1CCN(CC1)C(=O)OC(C)(C)C (4-(aminomethyl)-1-tert-butoxycarbonylpiperidine), C([O-])([O-])=O.[K+].[K+] (potassium carbonate).